This data is from the Open Reaction Database (ORD), a public repository of structured organic reaction records. The task is: describe an organic reaction: reactants, conditions, products, and yield Reactants: CCO, O=C[O-], CC(C)Oc1ncc(O)cc1Cl, [NH4+]. The product is CC(C)Oc1ccc(O)cn1. RXN SMILES: [CH3:17][CH2:18][OH:19].[CH:13]([O-:14])=[O:15].[Cl:1][c:2]1[cH:3][c:4]([OH:12])[cH:5][n:6][c:7]1[O:8][CH:9]([CH3:10])[CH3:11].[NH4+:16]>>[cH:2]1[cH:3][c:4]([OH:12])[cH:5][n:6][c:7]1[O:8][CH:9]([CH3:10])[CH3:11]. Reaction SMILES: [F:1][C:2]1[CH:9]=[CH:8][C:5]([CH:6]=O)=[CH:4][CH:3]=1.CO[CH:12](OC)[CH2:13][C:14]([O:16][CH3:17])=[O:15].[NH2:20][C:21]([NH2:23])=[O:22].C(O)(=O)C.B(F)(F)F.CCOCC.C([O-])(O)=O.[Na+]>O.[Cu]Cl.C(OCC)(=O)C.C1COCC1>[F:1][C:2]1[CH:9]=[CH:8][C:5]([CH:6]2[C:13]([C:14]([O:16][CH3:17])=[O:15])=[CH:12][NH:23][C:21](=[O:22])[NH:20]2)=[CH:4][CH:3]=1 |f:4.5,6.7|. Procedure: A round bottom flask was charged with 4-fluorobenzaldehyde (2.00 mL, 18.6 mmol, 1 equiv), methyl 3,3-dimethoxypropionate (2.49 mL, 18.6 mmol, 1 equiv), urea (1.68 g, 28.0 mmol, 1.5 equiv), and copper (I) chloride (184 mg, 1.86 mmol, 0.1 equiv). THF (18.6 mL) was added, followed by acetic acid (0.110 mL, 1.86 mmol, 0.1 equiv) and BF3.OEt2 (3.07 mL, 24.2 mmol, 1.3 equiv). The slurry was heated to reflux for 24 hours, then stirred at room temperature for an additional 36 hours. The mixture was dilu... Solvent: O (water), C(C)(=O)OCC (Ethyl acetate), C1CCOC1 (THF). The yield is 11.5%. The reagents and catalysts are [Cu]Cl (copper (I) chloride). The product is FC1=CC=C(C=C1)C1NC(NC=C1C(=O)OC)=O (methyl 4-(4-fluorophenyl)-2-oxo-1,2,3,4-tetrahydro-5-pyrimidinecarboxylate). Reactants: FC1=CC=C(C=O)C=C1 (4-fluorobenzaldehyde), COC(CC(=O)OC)OC (methyl 3,3-dimethoxypropionate), NC(=O)N (urea), C(C)(=O)O (acetic acid), B(F)(F)F.CCOCC (BF3.OEt2), C(=O)(O)[O-].[Na+] (NaHCO3). Run at time 36 hour.